This data is from the Open Reaction Database (ORD), a public repository of structured organic reaction records. The task is: describe an organic reaction: reactants, conditions, products, and yield Starting materials: C(CC)(=O)C1=CC2=C(OCO2)C=C1 (5-propanoylbenzo[1,3]dioxol), [BH4-].[Na+] (NaBH4). Procedure: Into a 250-ml multiple-necked flask were introduced, under nitrogen flow, 30 g of 5-propanoylbenzo[1,3]dioxol (0.268 mol) dissolved in 100 ml of methanol. At 25° C., 7 g of NaBH4 (0.185 mol) dissolved in 50 ml of methanol were dripped in 20 minutes; then the reaction mixture was brought to reflux. After 2 hours the mixture was cooled, the methanol was removed at reduced pressure, and the mixture was diluted with 100 ml of HCl 2M and extracted twice with CH2Cl2. The reunited organic phases were w... Conditions: time 20 minute. The solvent is CO (methanol), CO (methanol). RXN SMILES: [C:1]([C:5]1[CH:13]=[CH:12][C:8]2[O:9][CH2:10][O:11][C:7]=2[CH:6]=1)(=[O:4])[CH2:2][CH3:3].[BH4-].[Na+]>CO>[OH:4][CH:1]([C:5]1[CH:13]=[CH:12][C:8]2[O:9][CH2:10][O:11][C:7]=2[CH:6]=1)[CH2:2][CH3:3] |f:1.2|. The product is OC(CC)C1=CC2=C(OCO2)C=C1 (5-(α-hydroxypropyl)benzo[1,3]dioxol). Reaction SMILES: [C:3]([CH3:4])(=[O:5])[N:6]1[CH:7]([c:11]2[cH:12][c:13]([C:14](=[O:15])[O:16][CH2:17][CH3:18])[cH:19][cH:20][c:21]2[O:22][CH2:23][c:24]2[cH:25][cH:26][cH:27][cH:28][cH:29]2)[CH2:8][CH2:9][CH2:10]1.[CH3:30][CH2:31][OH:32].[Na+:2].[OH-:1]>>[C:3]([CH3:4])(=[O:5])[N:6]1[CH:7]([c:11]2[cH:12][c:13]([C:14](=[O:15])[OH:16])[cH:19][cH:20][c:21]2[O:22][CH2:23][c:24]2[cH:25][cH:26][cH:27][cH:28][cH:29]2)[CH2:8][CH2:9][CH2:10]1. The reactants are CCOC(=O)c1ccc(OCc2ccccc2)c(C2CCCN2C(C)=O)c1, CCO, [Na+], [OH-]. Yields the product CC(=O)N1CCCC1c1cc(C(=O)O)ccc1OCc1ccccc1. Reactants: CC(C)C[AlH]CC(C)C, CCCCCC, COC(=O)c1cc(C(=O)OC)n(-c2ncccc2Cl)n1, C1CCOC1, O. The product is COC(=O)c1cc(CO)nn1-c1ncccc1Cl. RXN SMILES: [CH3:21][CH:22]([CH2:23][AlH:24][CH2:25][CH:26]([CH3:27])[CH3:28])[CH3:29].[CH3:36][CH2:37][CH2:38][CH2:39][CH2:40][CH3:41].[Cl:1][c:2]1[c:3](-[n:8]2[n:9][c:10]([C:17](=[O:18])[O:19][CH3:20])[cH:11][c:12]2[C:13](=[O:14])[O:15][CH3:16])[n:4][cH:5][cH:6][cH:7]1.[O:31]1[CH2:32][CH2:33][CH2:34][CH2:35]1.[OH2:30]>>[Cl:1][c:2]1[c:3](-[n:8]2[n:9][c:10]([CH2:17][OH:18])[cH:11][c:12]2[C:13](=[O:14])[O:15][CH3:16])[n:4][cH:5][cH:6][cH:7]1. Starting materials: COC(=O)C1COCC1=O (4-oxo-tetrahydro-furan-3-carboxylic acid methyl ester), N=1NC(=CC1)N (2H-pyrazol-3-ylamine), N1=CC=C2N=C3C(=C(N12)O)CCCCC3 (6,7,8,9-Tetrahydro-5H-1,4,10a-triaza-cyclohepta[f]inden-10-ol). Solvent: C(C)(=O)O (acetic acid). The product is N1=CC=C2N=C3COCC3=C(N12)O (5H,7H-6-Oxa-1,4,8a-triaza-s-indacen-8-ol). RXN SMILES: [N:1]1[N:9]2[C:4]([N:5]=[C:6]3[CH2:15]CCC[CH2:11][C:7]3=[C:8]2[OH:10])=[CH:3][CH:2]=1.C[O:17]C(C1C(=O)COC1)=O.N1NC(N)=CC=1>C(O)(=O)C>[N:1]1[N:9]2[C:4]([N:5]=[C:6]3[C:7](=[C:8]2[OH:10])[CH2:11][O:17][CH2:15]3)=[CH:3][CH:2]=1. Procedure details: Using the method described for the preparation of 6,7,8,9-Tetrahydro-5H-1,4,10a-triaza-cyclohepta[f]inden-10-ol, the reaction of 4-oxo-tetrahydro-furan-3-carboxylic acid methyl ester and 2H-pyrazol-3-ylamine in acetic acid provided the desired 5H,7H-6-Oxa-1,4,8a-triaza-s-indacen-8-ol.